Dataset: the Open Reaction Database (ORD), a public repository of structured organic reaction records. Task: describe an organic reaction: reactants, conditions, products, and yield The reactants are CC(C)(C)OC(=O)N1C(C=Cc2ccc(I)cc2)COC1(C)C, CNCCNC, Cc1ccccc1, O=C1NCCc2c1ccc(Cl)c2Cl, [Cu]I, [K+], [K+], [K+], O=P([O-])([O-])[O-]. The product is CC(C)(C)OC(=O)N1C(C=Cc2ccc(N3CCc4c(ccc(Cl)c4Cl)C3=O)cc2)COC1(C)C. As a reaction SMILES: [C:1]([CH3:2])([CH3:3])([CH3:4])[O:5][C:6](=[O:7])[N:8]1[C:9]([CH3:22])([CH3:23])[O:10][CH2:11][CH:12]1[CH:13]=[CH:14][c:15]1[cH:16][cH:17][c:18]([I:21])[cH:19][cH:20]1.[CH3:37][NH:38][CH2:39][CH2:40][NH:41][CH3:42].[CH3:51][c:52]1[cH:53][cH:54][cH:55][cH:56][cH:57]1.[Cl:24][c:25]1[c:26]2[c:31]([cH:32][cH:33][c:34]1[Cl:35])[C:30](=[O:36])[NH:29][CH2:28][CH2:27]2.[Cu:58][I:59].[K+:48].[K+:49].[K+:50].[P:43]([O-:44])([O-:45])([O-:46])=[O:47]>>[C:1]([CH3:2])([CH3:3])([CH3:4])[O:5][C:6](=[O:7])[N:8]1[C:9]([CH3:22])([CH3:23])[O:10][CH2:11][CH:12]1[CH:13]=[CH:14][c:15]1[cH:16][cH:17][c:18]([N:29]2[CH2:28][CH2:27][c:26]3[c:25]([Cl:24])[c:34]([Cl:35])[cH:33][cH:32][c:31]3[C:30]2=[O:36])[cH:19][cH:20]1. Reactants: ClC=1C=C(C=CC1)C1=CC(=NO1)O (5-(3-Chlorophenyl)-3-hydroxyisoxazole), C(C)(C)(C)OC(=O)NCCO (2-(N-tert-butoxycarbonylamino)ethanol). As a reaction SMILES: [Cl:1][C:2]1[CH:3]=[C:4]([C:8]2[O:12][N:11]=[C:10]([OH:13])[CH:9]=2)[CH:5]=[CH:6][CH:7]=1.[C:14]([O:18][C:19]([NH:21][CH2:22][CH2:23]O)=[O:20])([CH3:17])([CH3:16])[CH3:15]>>[C:14]([O:18][C:19]([NH:21][CH2:22][CH2:23][O:13][C:10]1[CH:9]=[C:8]([C:4]2[CH:5]=[CH:6][CH:7]=[C:2]([Cl:1])[CH:3]=2)[O:12][N:11]=1)=[O:20])([CH3:17])([CH3:16])[CH3:15]. Isolated yield 85.3%. Reported procedure: 5-(3-Chlorophenyl)-3-hydroxyisoxazole (0.23 g) and 2-(N-tert-butoxycarbonylamino)ethanol (0.20 g) were subjected to reaction and post-treatment in a similar manner to that described in Example 9(a) to obtain the title compound (0.34 g, 85%) as a colorless powder. Yields the product C(C)(C)(C)OC(=O)NCCOC1=NOC(=C1)C1=CC(=CC=C1)Cl (3-(2-(N-tert-Butoxycarbonylamino)ethoxy)-5-(3-chlorophenyl)isoxazole). Starting materials: O (H2O), CS(=O)C1=NC=CC(=N1)CC1(CC=C(C=C1)C(=O)C1=CCC(C=C1)(CC1=NC(=NC=C1)S(=O)C)F)F (4-(2-methylsulfinylpyrimidinyl)methyl-4-fluorophenylketone), C[O-].[Na+] (NaOMe), C1CCOC1 (THF). Run in CO (MeOH). Run at time 1 hour. Product: COC1=NC=CC(=N1)CC1(CC=C(C=C1)C(=O)C1=CCC(C=C1)(CC1=NC(=NC=C1)OC)F)F (4-(2-Methoxypyrimidinyl)methyl-4-fluorophenylketone). The yield is 57.0%. As a reaction SMILES: CS([C:4]1[N:9]=[C:8]([CH2:10][C:11]2([F:36])[CH:16]=[CH:15][C:14]([C:17]([C:19]3[CH:24]=[CH:23][C:22]([F:35])([CH2:25][C:26]4[CH:31]=[CH:30][N:29]=[C:28](S(C)=O)[N:27]=4)[CH2:21][CH:20]=3)=[O:18])=[CH:13][CH2:12]2)[CH:7]=[CH:6][N:5]=1)=O.[CH3:37][O-:38].[Na+].O.C1[CH2:45][O:44]CC1>CO>[CH3:37][O:38][C:4]1[N:9]=[C:8]([CH2:10][C:11]2([F:36])[CH:16]=[CH:15][C:14]([C:17]([C:19]3[CH:24]=[CH:23][C:22]([F:35])([CH2:25][C:26]4[CH:31]=[CH:30][N:29]=[C:28]([O:44][CH3:45])[N:27]=4)[CH2:21][CH:20]=3)=[O:18])=[CH:13][CH2:12]2)[CH:7]=[CH:6][N:5]=1 |f:1.2|. Procedure details: To a solution of 4-(2-methylsulfinylpyrimidinyl)methyl-4-fluorophenylketone (5.7 mmol) in 75 mL THF was added 22 mL of 25% NaOMe in MeOH at 0° C. The solution was warmed to room temperature and stirred for 1 h. The solution was then heated at 50° C. for 30 min. Next, the solution was cooled, 200 mL of H2O were added and it was extracted thrice with 100 mL of ethyl acetate. The combined organic layers were dried over MgSO4, filtered and concentrated under reduced pressure to give a solid. The sol... Reactants: N1[C@@H](CO)CCC1 (D-prolinol), NC[C@H]1N(CCC1)CC ((S)-(−)-2-aminomethyl-1-ethylpyrrolidine), C(C)=O (acetaldehyde). The product is CNCCN1[C@H](CCC1)CO ({(2R)-1-[2-(methylamino)ethyl]pyrrolidin-2-yl}methanol). As a reaction SMILES: [NH:1]1[CH2:7][CH2:6][CH2:5][C@@H:2]1[CH2:3][OH:4].N[CH2:9][C@@H:10]1CC[CH2:12][N:11]1CC.C(=O)C>>[CH3:12][NH:11][CH2:10][CH2:9][N:1]1[CH2:7][CH2:6][CH2:5][C@@H:2]1[CH2:3][OH:4]. Procedure details: By using D-prolinol (500 mg) as a starting material, the title compound (0.17 g) was obtained in the same manners as those of Reference Example 1, (1) and Reference Example 39, (2).